This data is from the Open Reaction Database (ORD), a public repository of structured organic reaction records. The task is: describe an organic reaction: reactants, conditions, products, and yield Reactants: BrC1=CC=C(C=C1)C(CCC(CCC(=O)OCC)=O)=O (ethyl 7-(4-bromophenyl)-4,7-dioxoheptanoate), N1(C=NC=C1)C=1C=CC(=NC1)N (5-(1H-imidazol-1-yl)pyridin-2-amine), resultant mixture. The reagents and catalysts are C(F)(F)(F)S(=O)(=O)[O-].C(F)(F)(F)S(=O)(=O)[O-].[Zn+2] (Zn(OTf)2). The solvent is C(C)O (ethanol). Product: N1(C=NC=C1)C=1C=CC(=NC1)N1C(=CC=C1C1=CC=C(C=C1)Br)CCC(=O)OCC (ethyl 3-(1-(5-(1H-imidazol-1-yl)pyridin-2-yl)-5-(4-bromophenyl)-1H-pyrrol-2-yl)propanoate). Yield: 7.2%. As a reaction SMILES: [Br:1][C:2]1[CH:7]=[CH:6][C:5]([C:8](=O)[CH2:9][CH2:10][C:11](=O)[CH2:12][CH2:13][C:14]([O:16][CH2:17][CH3:18])=[O:15])=[CH:4][CH:3]=1.[N:21]1([C:26]2[CH:27]=[CH:28][C:29]([NH2:32])=[N:30][CH:31]=2)[CH:25]=[CH:24][N:23]=[CH:22]1>C(O)C.C(S([O-])(=O)=O)(F)(F)F.C(S([O-])(=O)=O)(F)(F)F.[Zn+2]>[N:21]1([C:26]2[CH:27]=[CH:28][C:29]([N:32]3[C:8]([C:5]4[CH:6]=[CH:7][C:2]([Br:1])=[CH:3][CH:4]=4)=[CH:9][CH:10]=[C:11]3[CH2:12][CH2:13][C:14]([O:16][CH2:17][CH3:18])=[O:15])=[N:30][CH:31]=2)[CH:25]=[CH:24][N:23]=[CH:22]1 |f:3.4.5|. Reported procedure: To a solution of ethyl 7-(4-bromophenyl)-4,7-dioxoheptanoate (5B) (2.56 g, 7.5 mmol) and 5-(1H-imidazol-1-yl)pyridin-2-amine (1.20 g, 7.5 mmol) in 15 mL of ethanol was added Zn(OTf)2 (8.18 g, 22.5 mmol). The resultant mixture was heated at 120° C. for 4 h under microwave irradiation and then concentrated to dryness. The resultant residue was dissolved in EA, washed with water and brine, dried over MgSO4, concentrated and purified by silica gel column chromatography (PE:EA=6:1) to afford ethyl 3-... The reactants are CC#N, O=C1CCC(=O)N1Cl, ClCCl, CCOC(=O)c1cnn(-c2cccc(-c3cc(F)ccc3O)n2)c1C(F)(F)F. The product is CCOC(=O)c1cnn(-c2cccc(-c3cc(F)cc(Cl)c3O)n2)c1C(F)(F)F. As a reaction SMILES: [CH3:37][C:38]#[N:39].[Cl:29][N:30]1[C:31](=[O:32])[CH2:33][CH2:34][C:35]1=[O:36].[Cl:40][CH2:41][Cl:42].[F:1][c:2]1[cH:3][cH:4][c:5]([OH:28])[c:6](-[c:8]2[cH:9][cH:10][cH:11][c:12](-[n:14]3[n:15][cH:16][c:17]([C:23](=[O:24])[O:25][CH2:26][CH3:27])[c:18]3[C:19]([F:20])([F:21])[F:22])[n:13]2)[cH:7]1>>[F:1][c:2]1[cH:3][c:4]([Cl:29])[c:5]([OH:28])[c:6](-[c:8]2[cH:9][cH:10][cH:11][c:12](-[n:14]3[n:15][cH:16][c:17]([C:23](=[O:24])[O:25][CH2:26][CH3:27])[c:18]3[C:19]([F:20])([F:21])[F:22])[n:13]2)[cH:7]1. The reactants are CN(C=O)C (dimethylformamide), OCCOCN1C(=S)NC(=O)C(C)=C1C1=CC=CC=C1 (1-[(2-hydroxyethoxy)methyl]-6-penylthiothymine), C(C1=CC=CC=C1)Br (benzyl bromide), C(C)N(C(C)C)C(C)C (ethyldiisopropylamine). The product is OCCOCN1C(=S)N(C(=O)C(C)=C1C1=CC=CC=C1)CC1=CC=CC=C1 (1-[(2-hydroxyethoxy)methyl]-3-benzyl-6-phenylthiothymine). Yield: 30.0%. As a reaction SMILES: CN(C)C=O.[OH:6][CH2:7][CH2:8][O:9][CH2:10][N:11]1[C:19]([C:20]2[CH:25]=[CH:24][CH:23]=[CH:22][CH:21]=2)=[C:17]([CH3:18])[C:15](=[O:16])[NH:14][C:12]1=[S:13].[CH2:26](Br)[C:27]1[CH:32]=[CH:31][CH:30]=[CH:29][CH:28]=1.C(N(C(C)C)C(C)C)C>>[OH:6][CH2:7][CH2:8][O:9][CH2:10][N:11]1[C:19]([C:20]2[CH:25]=[CH:24][CH:23]=[CH:22][CH:21]=2)=[C:17]([CH3:18])[C:15](=[O:16])[N:14]([CH2:26][C:27]2[CH:32]=[CH:31][CH:30]=[CH:29][CH:28]=2)[C:12]1=[S:13]. Reported procedure: To 2 ml of dimethylformamide 0.62 g (2.0 mmol) of 1-[(2-hydroxyethoxy)methyl]-6-penylthiothymine, 0.26 ml (2.2 mmol) of benzyl bromide and 0.38 ml (2.2 mmol) of ethyldiisopropylamine were added and allowed to react for 5 days at room temperature under nitrogen atmosphere. The reaction mixture was concentrated under reduced pressure and the residue was adsorbed on a silica gel column and eluted with 1% methano/chloroform to obtain 0.24 g of the target compound (Yield: 30%). Yields the product FC1=CC=C(C=C1)C1C(NN=CC1C1=CC=C(C=C1)SC)=O (4-(4-Fluorophenyl)-5-[4-(methylthio)phenyl]-4,5-dihydro-3(2H)-pyridazinone). The yield is 5.3%. RXN SMILES: [F:1][C:2]1[CH:7]=[CH:6][C:5]([CH:8]([CH:13]([C:16]2[CH:21]=[CH:20][C:19]([S:22][CH3:23])=[CH:18][CH:17]=2)[CH:14]=O)[C:9](OC)=[O:10])=[CH:4][CH:3]=1.O.[NH2:25][NH2:26]>C(O)C>[F:1][C:2]1[CH:7]=[CH:6][C:5]([CH:8]2[CH:13]([C:16]3[CH:21]=[CH:20][C:19]([S:22][CH3:23])=[CH:18][CH:17]=3)[CH:14]=[N:26][NH:25][C:9]2=[O:10])=[CH:4][CH:3]=1 |f:1.2|. Reaction conditions: time 18 hour. The reactants are aldehyde-ester, hydrate, FC1=CC=C(C=C1)C(C(=O)OC)C(C=O)C1=CC=C(C=C1)SC (2-(4-Fluorophenyl)-3-[4-(methylthio)phenyl]-3-formyl-n-propanoic acid, methyl ester), O.NN (hydrazine monohydrate). Procedure: The aldehyde-ester, hydrate, and hydroxy lactone from Example 16 (0.10 g, 3 mmol), were dissolved in 100 mL of ethanol. This solution was treated with hydrazine monohydrate (0.15 mL, 30 mmol) and the resulting solution was stirred at reflux in a Soxhelet apparatus containing molcular sieves. After 18 hours, the reaction mixture was cooled and the volatile materials removed under reduced pressure. The residue was partitioned between ethyl acetate and aqueous HCl. The aqueous layer was washed twic... The solvent is C(C)O (ethanol). Starting materials: CC1(CNC1)C (3,3-dimethylazetidine), ClCC(C)N1C(N(CC1C)C1=CC(=CC=C1)Cl)=O (3-(2-chloro-1-methylethyl)-1-(m-chlorophenyl)-4-methyl-2-imidazolidinone), Cl (hydrochloride). Yields the product ClC=1C=C(C=CC1)N1C(N(C(C1)C)C(CN1CC(C1)(C)C)C)=O (1-(m-Chlorophenyl)-4-methyl-3-[2-(3,3-dimethylazetidin-1-yl)-1-methylethyl]-2-imidazolidinone). RXN SMILES: [CH3:1][C:2]1([CH3:6])[CH2:5][NH:4][CH2:3]1.Cl[CH2:8][CH:9]([N:11]1[CH:15]([CH3:16])[CH2:14][N:13]([C:17]2[CH:22]=[CH:21][CH:20]=[C:19]([Cl:23])[CH:18]=2)[C:12]1=[O:24])[CH3:10].Cl>>[Cl:23][C:19]1[CH:18]=[C:17]([N:13]2[CH2:14][CH:15]([CH3:16])[N:11]([CH:9]([CH3:10])[CH2:8][N:4]3[CH2:5][C:2]([CH3:6])([CH3:1])[CH2:3]3)[C:12]2=[O:24])[CH:22]=[CH:21][CH:20]=1. Procedure details: The title compound is prepared pursuant to the procedure of Example 4 from 3,3-dimethylazetidine and 3-(2-chloro-1-methylethyl)-1-(m-chlorophenyl)-4-methyl-2-imidazolidinone. B.p. 200° C./0.6 mm Hg. The corresponding hydrochloride melts at 162°-164° C. The reactants are C(C1=CC=CC=C1)(=O)CC(C(=O)OC)OC (methyl β-benzoyl-α-methoxypropionate), monohydrate. Run in C1(=CC=CC=C1)C (toluene). Run at temperature 80 celsius, time 1 hour. Yields the product C(C1=CC=CC=C1)(=O)/C=C/C(=O)OC (methyl trans-β-benzoylacrylate). The yield is 89.8%. Reaction SMILES: [C:1]([CH2:9][CH:10](OC)[C:11]([O:13][CH3:14])=[O:12])(=[O:8])[C:2]1[CH:7]=[CH:6][CH:5]=[CH:4][CH:3]=1>C1(C)C=CC=CC=1>[C:1](/[CH:9]=[CH:10]/[C:11]([O:13][CH3:14])=[O:12])(=[O:8])[C:2]1[CH:7]=[CH:6][CH:5]=[CH:4][CH:3]=1. Procedure: A mixture of 268 mg of methyl β-benzoyl-α-methoxypropionate, 150 mg of paratoluenesulfonic acid monohydrate and 5 ml of toluene was stirred at 80° C. for 1 hour. A pressure was reduced with an aspirator and a total amount of the resultant was reduced to 1/2 by concentration. The resultant was stirred at 80° C. for 20 minutes and was left for cooling. The reaction mixture was distributed between ethyl acetate and water and the ethyl acetate layer was washed with a saturated solution of NaHCO3 and... Starting materials: O1CCOC=2C=NC(=CC21)CN(C(OC(C)(C)C)=O)C2CCN(CC2)CCN2C(C=CC1=CC=C(N=C21)OC)=O (1,1-dimethylethyl (2,3-dihydro[1,4]dioxino[2,3-c]pyridin-7-ylmethyl)(1-{2-[7-(methyloxy)-2-oxo-1,8-naphthyridin-1(2H)-yl]ethyl}-4-piperidinyl)carbamate), CC[NH+](CC)CC.CC[NH+](CC)CC.C(=O)([O-])[O-] (MP-carbonate resin), C(=O)(C(F)(F)F)O.ClCCl (TFA dichloromethane). Run at time 1 hour. The product is Cl.Cl.O1CCOC=2C=NC(=CC21)CNC2CCN(CC2)CCN2C(C=CC1=CC=C(N=C21)OC)=O (1-(2-{4-[(2,3-dihydro[1,4]dioxino[2,3-c]pyridin-7-ylmethyl)amino]-1-piperidinyl}ethyl)-7-(methyloxy)-1,8-naphthyridin-2(1H)-one Dihydrochloride). As a reaction SMILES: [O:1]1[C:10]2[CH:9]=[C:8]([CH2:11][N:12]([CH:20]3[CH2:25][CH2:24][N:23]([CH2:26][CH2:27][N:28]4[C:37]5[C:32](=[CH:33][CH:34]=[C:35]([O:38][CH3:39])[N:36]=5)[CH:31]=[CH:30][C:29]4=[O:40])[CH2:22][CH2:21]3)C(=O)OC(C)(C)C)[N:7]=[CH:6][C:5]=2[O:4][CH2:3][CH2:2]1.CC[NH+](CC)CC.CC[NH+](CC)CC.C([O-])([O-])=O.C(O)(C(F)(F)F)=O.[Cl:66]CCl>>[ClH:66].[ClH:66].[O:1]1[C:10]2[CH:9]=[C:8]([CH2:11][NH:12][CH:20]3[CH2:21][CH2:22][N:23]([CH2:26][CH2:27][N:28]4[C:37]5[C:32](=[CH:33][CH:34]=[C:35]([O:38][CH3:39])[N:36]=5)[CH:31]=[CH:30][C:29]4=[O:40])[CH2:24][CH2:25]3)[N:7]=[CH:6][C:5]=2[O:4][CH2:3][CH2:2]1 |f:1.2.3,4.5,6.7.8|. Procedure details: A solution of 1,1-dimethylethyl (2,3-dihydro[1,4]dioxino[2,3-c]pyridin-7-ylmethyl)(1-{2-[7-(methyloxy)-2-oxo-1,8-naphthyridin-1(2H)-yl]ethyl}-4-piperidinyl)carbamate (160 mg, 0.3 mmol) in TFA/dichloromethane (2 ml/2 ml) was allowed to stand at room temperature for 1 hour then evaporated to dryness, azeotroping with chloroform. The residue was dissolved in dichloromethane/methanol (10 ml/10 ml) and treated with MP-carbonate resin (2.5 mmol of carbonate per gramme, 4 g, 10 mmol). After 15 minutes ...